From a dataset of the Open Reaction Database (ORD), a public repository of structured organic reaction records. describe an organic reaction: reactants, conditions, products, and yield Reactants: C(=O)(O)[O-].[Na+] (NaHCO3), N([C@@H](CC1=CC(=C(C=C1)O)C(C)(C)C)C=O)C(=O)OCC1=CC=CC=C1 (Z-Tyr(3-tBu)-H), [C-]#N.[K+] (potassium cyanide), C([O-])([O-])=O.[NH4+].[NH4+] (ammonium carbonate). The solvent is C(C)O (ethanol), O (water). Reaction conditions: temperature 60 celsius, time 8 hour. Product: C(C1=CC=CC=C1)OC(=O)NC(CC1=CC(=C(C=C1)O)C(C)(C)C)C1C(NC(N1)=O)=O (5-(1-(benzyloxycarbonylamino)-2-(3-tert-butyl-4-hydroxylphenyl)ethyl)imidazolidine-2,4-dione). The yield is 53.0%. As a reaction SMILES: [NH:1]([C:17]([O:19][CH2:20][C:21]1[CH:26]=[CH:25][CH:24]=[CH:23][CH:22]=1)=[O:18])[C@H:2](C=O)[CH2:3][C:4]1[CH:9]=[CH:8][C:7]([OH:10])=[C:6]([C:11]([CH3:14])([CH3:13])[CH3:12])[CH:5]=1.[C-:27]#[N:28].[K+].[C:30](=[O:33])([O-])[O-].[NH4+:34].[NH4+].[C:36]([O-:39])(O)=O.[Na+]>C(O)C.O>[CH2:20]([O:19][C:17]([NH:1][CH:2]([CH:27]1[NH:28][C:36](=[O:39])[NH:34][C:30]1=[O:33])[CH2:3][C:4]1[CH:9]=[CH:8][C:7]([OH:10])=[C:6]([C:11]([CH3:13])([CH3:14])[CH3:12])[CH:5]=1)=[O:18])[C:21]1[CH:26]=[CH:25][CH:24]=[CH:23][CH:22]=1 |f:1.2,3.4.5,6.7|. Procedure details: To a solution of Z-Tyr(3-tBu)-H (2.18 g, 6.14 mmol) in ethanol (25 ml), potassium cyanide (480 mg, 7.37 mmol), 30% ammonium carbonate (1.77 g, 18.4 mmol) and water (25 ml) were added and stirred at 60° C. for 8 hours. The mixture was left for cooling and mixed with a saturated aqueous NaHCO3 solution. The organic layer was extracted with ethyl acetate and washed with water and then with saturated brine, dried over anhydrous magnesium sulfate and evaporated to remove the solvent under reduced pre... Reactants: ClC1=C(C=CC2=CC(=CC(=C12)Cl)C1=CC=C(C=C1)OC)O (1,8-dichloro-6-(4-methoxyphenyl)-2-naphthol), B(Br)(Br)Br (boron tribromide). Product: ClC1=C(C=CC2=CC(=CC(=C12)Cl)C1=CC=C(C=C1)O)O (1,8-Dichloro-6-(4-hydroxyphenyl)-2-naphthol), 0.10. Yield: 86.0%. As a reaction SMILES: [Cl:1][C:2]1[C:11]2[C:6](=[CH:7][C:8]([C:13]3[CH:18]=[CH:17][C:16]([O:19]C)=[CH:15][CH:14]=3)=[CH:9][C:10]=2[Cl:12])[CH:5]=[CH:4][C:3]=1[OH:21].B(Br)(Br)Br>>[Cl:1][C:2]1[C:11]2[C:6](=[CH:7][C:8]([C:13]3[CH:14]=[CH:15][C:16]([OH:19])=[CH:17][CH:18]=3)=[CH:9][C:10]=2[Cl:12])[CH:5]=[CH:4][C:3]=1[OH:21]. Procedure: The title compound was prepared by reacting 1,8-dichloro-6-(4-methoxyphenyl)-2-naphthol (0.12 g, 0.38 mmol) with boron tribromide (0.75 mL of 1N solution, 0.75 mmol) according to method D to yield 0.10 (86%) of which was further purified by reverse phase preparative HPLC to yield the title compound as a white solid: mp 172-174° C. (dec.); 1H NMR (DMSO-d6): δ 6.89 (2H, d, J=8.54 Hz), 7.36 (1H, d, J=8.90 Hz), 7.65 (2H, d, J=8.56 Hz), 7.88-7.91 (2H, m), 8.10 (1H, d, J=1.63 Hz), 9.69 (1H, s), 10.64 ... Reactants: CCc1c(C(=O)OC)cnn1-c1ccccc1, CCO, [Na+], [OH-]. Product: CCc1c(C(=O)O)cnn1-c1ccccc1. As a reaction SMILES: [CH2:1]([CH3:2])[c:3]1[c:4]([C:14](=[O:15])[O:16][CH3:17])[cH:5][n:6][n:7]1-[c:8]1[cH:9][cH:10][cH:11][cH:12][cH:13]1.[CH3:20][CH2:21][OH:22].[Na+:19].[OH-:18]>>[CH2:1]([CH3:2])[c:3]1[c:4]([C:14](=[O:15])[OH:16])[cH:5][n:6][n:7]1-[c:8]1[cH:9][cH:10][cH:11][cH:12][cH:13]1. Starting materials: C1(=CC=CC=C1)P(C1=CC=CC=C1)C1=CC=CC=C1 (triphenylphosphine), [H-].[Na+] (sodium hydride), CN1CC(CC1)O (N-methyl-3-pyrrolidinol), ClC=1C=NC=C(C1C(=O)O)Cl (3,5-dichloropyridine-4-carboxylic acid), C1(=CC=CC=C1)P(C1=CC=CC=C1)C1=CC=CC=C1 (triphenylphosphine). Solvent: C(Cl)(Cl)(Cl)Cl (carbon tetrachloride), CN(C=O)C (dimethylformamide), C(C)N(CC)CC (triethylamine), CN(C=O)C (dimethylformamide), C(Cl)(Cl)(Cl)Cl (carbon tetrachloride). Conditions: temperature 60 celsius, time 1 hour. The product is desired product, C1(=CC=CC=C1)P(C1=CC=CC=C1)(C1=CC=CC=C1)=O (triphenylphosphine oxide). Reaction SMILES: [H-].[Na+].CN1CCC([OH:9])C1.ClC1C=NC=C(Cl)C=1C(O)=O.[C:21]1([P:27]([C:34]2[CH:39]=[CH:38][CH:37]=[CH:36][CH:35]=2)[C:28]2[CH:33]=[CH:32][CH:31]=[CH:30][CH:29]=2)[CH:26]=[CH:25][CH:24]=[CH:23][CH:22]=1>CN(C)C=O.C(N(CC)CC)C.C(Cl)(Cl)(Cl)Cl>[C:34]1([P:27](=[O:9])([C:21]2[CH:22]=[CH:23][CH:24]=[CH:25][CH:26]=2)[C:28]2[CH:33]=[CH:32][CH:31]=[CH:30][CH:29]=2)[CH:35]=[CH:36][CH:37]=[CH:38][CH:39]=1 |f:0.1|. Reported procedure: To a suspension of 2.1 g (60% in oil, 0.052 mole) of sodium hydride in 125 ml of dimethylformamide heated to 60° C. under a nitrogen gas blanket was added a solution of 2.65 g (0.026 mole) of N-methyl-3-pyrrolidinol and 5.0 g (0.026 mole) of 3,5-dichloropyridine-4-carboxylic acid in 40 ml of dimethylformamide dropwise at such a rate as to maintain 60° C. Subsequent to this addition, the mixture was heated to 75° C. for 3 hr. The solvent was then removed by rotary evaporation (60° C., 5 mm). The ... The reactants are FC1=NC=CC=C1C(=O)N(C)OC (2-fluoro-N-methoxy-N-methyl-pyridine-3-carboxamide), IC1=CN=CC(=N1)N1C[C@@H](N(CC1)C(=O)OC(C)(C)C)CC(C)C ((S)-tert-butyl 4-(6-iodopyrazin-2-yl)-2-isobutylpiperazine-1-carboxylate), hexanes. The solvent is C1CCOC1 (THF), C1CCOC1 (THF). Run at temperature -78 celsius, time 1 hour. Yields the product EtOAc hexanes, FC1=C(C(=O)C2=CN=CC(=N2)N2C[C@@H](N(CC2)C(=O)OC(C)(C)C)CC(C)C)C=CC=N1 ((S)-tert-butyl 4-(6-(2-fluoronicotinoyl)pyrazin-2-yl)-2-isobutylpiperazine-1-carboxylate). Yield: 61.3%. Reaction SMILES: I[C:2]1[N:7]=[C:6]([N:8]2[CH2:13][CH2:12][N:11]([C:14]([O:16][C:17]([CH3:20])([CH3:19])[CH3:18])=[O:15])[C@@H:10]([CH2:21][CH:22]([CH3:24])[CH3:23])[CH2:9]2)[CH:5]=[N:4][CH:3]=1.[F:25][C:26]1[C:31]([C:32](N(OC)C)=[O:33])=[CH:30][CH:29]=[CH:28][N:27]=1>C1COCC1>[F:25][C:26]1[N:27]=[CH:28][CH:29]=[CH:30][C:31]=1[C:32]([C:2]1[N:7]=[C:6]([N:8]2[CH2:13][CH2:12][N:11]([C:14]([O:16][C:17]([CH3:20])([CH3:19])[CH3:18])=[O:15])[C@@H:10]([CH2:21][CH:22]([CH3:24])[CH3:23])[CH2:9]2)[CH:5]=[N:4][CH:3]=1)=[O:33]. Procedure: A solution of (S)-tert-butyl 4-(6-iodopyrazin-2-yl)-2-isobutylpiperazine-1-carboxylate (1.05 g, 2.353 mmol) in THF (15 mL) was cooled to −78° C. and nBuli 2.5M in hexanes (988.4 μL of 2.5 M, 2.471 mmol) was added slowly. The solution was stirred for 10 mins after which a solution of 2-fluoro-N-methoxy-N-methyl-pyridine-3-carboxamide (455.1 mg, 2.471 mmol) in THF (5 mL) was added and the solution stirred for 1 hr at −78° C. The reaction was quenched with Sat NH4Cl and extracted into EtOAc (3×30 m... Starting materials: Cc1cc(CC(=O)O)on1, COc1ccc(CCC2(C3CCCC3)CC(=O)CC(=O)O2)c(OC)c1, O=C(O)Cc1ccccc1. Yields the product COc1ccc(CCC2(C3CCCC3)CC(=O)C(C(=O)Cc3ccccc3)C(=O)O2)c(OC)c1. As a reaction SMILES: [CH3:11][c:12]1[cH:13][c:14]([CH2:15][C:16]([OH:17])=[O:18])[o:19][n:20]1.[CH:21]1([C:26]2([CH2:34][CH2:35][c:36]3[c:37]([O:44][CH3:45])[cH:38][c:39]([O:42][CH3:43])[cH:40][cH:41]3)[CH2:27][C:28](=[O:33])[CH2:29][C:30](=[O:32])[O:31]2)[CH2:22][CH2:23][CH2:24][CH2:25]1.[OH:1][C:2](=[O:3])[CH2:4][c:5]1[cH:6][cH:7][cH:8][cH:9][cH:10]1>>[C:2](=[O:3])([CH2:4][c:5]1[cH:6][cH:7][cH:8][cH:9][cH:10]1)[CH:29]1[C:28](=[O:33])[CH2:27][C:26]([CH:21]2[CH2:22][CH2:23][CH2:24][CH2:25]2)([CH2:34][CH2:35][c:36]2[c:37]([O:44][CH3:45])[cH:38][c:39]([O:42][CH3:43])[cH:40][cH:41]2)[O:31][C:30]1=[O:32]. The reactants are O=C([O-])[O-], Clc1ncnc2[nH]c(-c3ccc(OCc4ccccc4)cc3)cc12, CN(C)C=O, [K+], [K+], O, O=[N+]([O-])c1ccc(O)cc1. Yields the product O=[N+]([O-])c1ccc(Oc2ncnc3[nH]c(-c4ccc(OCc5ccccc5)cc4)cc23)cc1. RXN SMILES: [C:1](=[O:2])([O-:3])[O-:4].[CH2:22]([c:23]1[cH:24][cH:25][cH:26][cH:27][cH:28]1)[O:29][c:30]1[cH:31][cH:32][c:33](-[c:36]2[cH:37][c:38]3[c:39]([n:40][cH:41][n:42][c:43]3[Cl:44])[nH:45]2)[cH:34][cH:35]1.[CH3:7][N:8]([CH3:9])[CH:10]=[O:11].[K+:5].[K+:6].[OH2:46].[OH:12][c:13]1[cH:14][cH:15][c:16]([N+:19]([O-:20])=[O:21])[cH:17][cH:18]1>>[O:12]([c:13]1[cH:14][cH:15][c:16]([N+:19]([O-:20])=[O:21])[cH:17][cH:18]1)[c:43]1[c:38]2[cH:37][c:36](-[c:33]3[cH:32][cH:31][c:30]([O:29][CH2:22][c:23]4[cH:24][cH:25][cH:26][cH:27][cH:28]4)[cH:35][cH:34]3)[nH:45][c:39]2[n:40][cH:41][n:42]1. The reactants are O (water), N1=C(N=CC2=CC=CC=C12)COC=1C=C(C=CC1)CC#N (3-(2-quinazolinylmethoxy)benzenacetonitrile), [N-]=[N+]=[N-].[Na+] (sodium azide), [Cl-].[NH4+] (ammonium chloride). Solvent: C(C)(=O)OCC (ethyl acetate), CN(C=O)C (dimethylformamide). Run at temperature 135 celsius. Product: N1N=NN=C1CC=1C=C(OCC2=NC3=CC=CC=C3C=N2)C=CC1 (2-[[3-(1H-tetrazol-5-ylmethyl)phenoxy]methyl]quinazoline). Isolated yield 54.6%. As a reaction SMILES: [N:1]1[C:10]2[C:5](=[CH:6][CH:7]=[CH:8][CH:9]=2)[CH:4]=[N:3][C:2]=1[CH2:11][O:12][C:13]1[CH:14]=[C:15]([CH2:19][C:20]#[N:21])[CH:16]=[CH:17][CH:18]=1.[N-:22]=[N+:23]=[N-:24].[Na+].[Cl-].[NH4+].O>CN(C)C=O.C(OCC)(=O)C>[NH:22]1[C:20]([CH2:19][C:15]2[CH:14]=[C:13]([CH:18]=[CH:17][CH:16]=2)[O:12][CH2:11][C:2]2[N:3]=[CH:4][C:5]3[C:10](=[CH:9][CH:8]=[CH:7][CH:6]=3)[N:1]=2)=[N:21][N:24]=[N:23]1 |f:1.2,3.4|. Reported procedure: To a solution of 6.3 g (0.023 mol) of 3-(2-quinazolinylmethoxy)benzenacetonitrile in 150 ml of dimethylformamide are added 7.5 g (0.115 mol) of sodium azide and 6.2 g (0.115 mol) of ammonium chloride, and the slurry is heated to 135° C. for 72 hours. The slurry is poured into 500 ml of water/500 ml of ethyl acetate, and the layers are separated. The aqueous phase is twice extracted with 250 ml of ethyl acetate, and the combined ethyl acetate solution is twice washed with 500 ml of water, dried o... Reactants: C[C@@H]1CNC(=O)[C@H](NC(=O)/C=C/C[C@H](OC(=O)[C@@H](OC1=O)CC(C)C)[C@H](C)/C=C/C=2C=CC=CC2)CC=3C=CC(=C(C3)Cl)OC (cryptophycin 3), ClN1C(CCC1=O)=O (N-chlorosuccinimide), C1CC(=O)N(C1=O)Cl (NCS). The solvent is COCCOC.O (DME H2O). Product: CC1CNC(=O)C(NC(=O)/C=C/CC(OC(=O)C(OC1=O)CC(C)C)C(C)C2C(O2)C3=CC=CC=C3)CC4=CC(=C(C=C4)OC)Cl (cryptophycin). Reaction SMILES: [CH3:1][C@H:2]1[C:20](=[O:21])[O:19][C@@H:18]([CH2:22][CH:23]([CH3:25])[CH3:24])[C:16](=[O:17])[O:15][C@H:14]([C@@H:26](/[CH:28]=[CH:29]/[C:30]2[CH:31]=[CH:32][CH:33]=[CH:34][CH:35]=2)[CH3:27])[CH2:13][CH:12]=[CH:11][C:9](=[O:10])[NH:8][C@H:7]([CH2:36][C:37]2[CH:38]=[CH:39][C:40]([O:44][CH3:45])=[C:41]([Cl:43])[CH:42]=2)[C:5](=[O:6])[NH:4][CH2:3]1.ClN1C(=[O:52])CCC1=O>COCCOC.O>[CH3:1][CH:2]1[C:20](=[O:21])[O:19][CH:18]([CH2:22][CH:23]([CH3:24])[CH3:25])[C:16](=[O:17])[O:15][CH:14]([CH:26]([CH:28]2[O:52][CH:29]2[C:30]2[CH:31]=[CH:32][CH:33]=[CH:34][CH:35]=2)[CH3:27])[CH2:13][CH:12]=[CH:11][C:9](=[O:10])[NH:8][CH:7]([CH2:36][C:37]2[CH:38]=[CH:39][C:40]([O:44][CH3:45])=[C:41]([Cl:43])[CH:42]=2)[C:5](=[O:6])[NH:4][CH2:3]1 |f:2.3|. Procedure details: Likewise, cryptophycin 3 (about 40 mg, 0.063 mmol) is put into 2:1 DME/H2O (about 6 mL) and N-chlorosuccinimide (0.075 mmol) is added and is heated at about 60-70 C for about 24 hours. A further quantity of NCS (8 mg) is added and continue heating for about another 24 hours. The solvent is removed and the residue subject to HPLC (35% H2O/CH3CN 6 mL/min) to give the desired cryptophycin compounds. The resulting mixture is further purified by HPLC using methanol/water (about 4:1) to obtain the des...